This data is from the Open Reaction Database (ORD), a public repository of structured organic reaction records. The task is: describe an organic reaction: reactants, conditions, products, and yield Isolated yield 69.8%. The reactants are NC=1N=CNC1C#N (4-amino-1H-imidazole-5-carbonitrile), C(CCCC)=O (pentanal), C(#N)[BH3-].[Na+] (Sodium cyanoborohydride). Procedure: 4-amino-1H-imidazole-5-carbonitrile (10.0 g, 0.0925 mol) and pentanal (11 mL, 0.10 mol) were mixed in methanol (100 mL). After stirring at room temperature for 2 hours, Sodium cyanoborohydride (7.0 g, 0.11 mol) was added to the mixture. The mixture was continued to stir overnight. The reaction mixture was concentrated, diluted with EtOAc (1 L) and washed with sat. NaHCO3 (30 ml) and then brine (50 ml) solutions respectively. The organic layers were dried over Na2SO4, concentrated and purified wi... The solvent is CO (methanol). As a reaction SMILES: [NH2:1][C:2]1[N:3]=[CH:4][NH:5][C:6]=1[C:7]#[N:8].[CH:9](=O)[CH2:10][CH2:11][CH2:12][CH3:13].C([BH3-])#N.[Na+]>CO>[CH2:9]([NH:1][C:2]1[N:3]=[CH:4][NH:5][C:6]=1[C:7]#[N:8])[CH2:10][CH2:11][CH2:12][CH3:13] |f:2.3|. Conditions: time 2 hour. Yields the product C(CCCC)NC=1N=CNC1C#N (4-(pentylamino)-1H-imidazole-5-carbonitrile). Starting materials: O=C([O-])[O-], C=CCBr, CN(C)C=O, CCO, [Cl-], [I-], [K+], [K+], [K+], Fc1ccc2c(C3CCNCC3)noc2c1, [Na+], O. The product is Cl, C=CCN1CCC(c2noc3cc(F)ccc23)CC1. As a reaction SMILES: [C:21](=[O:22])([O-:23])[O-:24].[CH2:17]([CH:18]=[CH2:19])[Br:20].[CH3:31][N:32]([CH3:33])[CH:34]=[O:35].[CH3:37][CH2:38][OH:39].[Cl-:30].[I-:28].[K+:25].[K+:26].[K+:27].[NH:1]1[CH2:2][CH2:3][CH:4]([c:7]2[n:8][o:9][c:10]3[c:11]2[cH:12][cH:13][c:14]([F:16])[cH:15]3)[CH2:5][CH2:6]1.[Na+:29].[OH2:36]>>[ClH:30].[N:1]1([CH2:19][CH:18]=[CH2:17])[CH2:2][CH2:3][CH:4]([c:7]2[n:8][o:9][c:10]3[c:11]2[cH:12][cH:13][c:14]([F:16])[cH:15]3)[CH2:5][CH2:6]1. Reactants: CCCCOC(=O)NC(Cc1ccc(F)cc1)C(=O)N(C)C(C(=O)NC(Cc1ccc(O)c(C(C)(C)C)c1)C(=O)Nc1ccccn1)C(C)C, ClCCl, O=C(O)C(F)(F)F. The product is CC(C)C(C(=O)NC(Cc1ccc(O)c(C(C)(C)C)c1)C(=O)Nc1ccccn1)N(C)C(=O)C(N)Cc1ccc(F)cc1. As a reaction SMILES: [C:1]([CH3:2])([CH3:3])([CH3:4])[c:5]1[cH:6][c:7]([CH2:12][CH:13]([C:14]([NH:15][c:16]2[n:17][cH:18][cH:19][cH:20][cH:21]2)=[O:22])[NH:23][C:24]([CH:25]([CH:26]([CH3:27])[CH3:28])[N:29]([CH3:30])[C:31]([CH:32]([CH2:33][c:34]2[cH:35][cH:36][c:37]([F:40])[cH:38][cH:39]2)[NH:41][C:42]([O:43][CH2:44][CH2:45][CH2:46][CH3:47])=[O:48])=[O:49])=[O:50])[cH:8][cH:9][c:10]1[OH:11].[CH2:51]([Cl:52])[Cl:53].[F:54][C:55]([F:56])([F:57])[C:58]([OH:59])=[O:60]>>[C:1]([CH3:2])([CH3:3])([CH3:4])[c:5]1[cH:6][c:7]([CH2:12][CH:13]([C:14]([NH:15][c:16]2[n:17][cH:18][cH:19][cH:20][cH:21]2)=[O:22])[NH:23][C:24]([CH:25]([CH:26]([CH3:27])[CH3:28])[N:29]([CH3:30])[C:31]([CH:32]([CH2:33][c:34]2[cH:35][cH:36][c:37]([F:40])[cH:38][cH:39]2)[NH2:41])=[O:49])=[O:50])[cH:8][cH:9][c:10]1[OH:11]. Reactants: CCN(C(C)C)C(C)C, O=CCCc1cc(-c2ccc(Cl)cc2)n(-c2ccccc2)n1, Clc1ccc(N2CCNCC2)cc1Cl. Product: Clc1ccc(-c2cc(CCCN3CCN(c4ccc(Cl)c(Cl)c4)CC3)nn2-c2ccccc2)cc1. RXN SMILES: [CH:37]([N:38]([CH2:39][CH3:40])[CH:41]([CH3:42])[CH3:43])([CH3:44])[CH3:45].[Cl:1][c:2]1[cH:3][cH:4][c:5](-[c:8]2[cH:9][c:10]([CH2:19][CH2:20][CH:21]=[O:22])[n:11][n:12]2-[c:13]2[cH:14][cH:15][cH:16][cH:17][cH:18]2)[cH:6][cH:7]1.[Cl:23][c:24]1[cH:25][c:26]([N:31]2[CH2:32][CH2:33][NH:34][CH2:35][CH2:36]2)[cH:27][cH:28][c:29]1[Cl:30]>>[Cl:1][c:2]1[cH:3][cH:4][c:5](-[c:8]2[cH:9][c:10]([CH2:19][CH2:20][CH2:21][N:34]3[CH2:33][CH2:32][N:31]([c:26]4[cH:25][c:24]([Cl:23])[c:29]([Cl:30])[cH:28][cH:27]4)[CH2:36][CH2:35]3)[n:11][n:12]2-[c:13]2[cH:14][cH:15][cH:16][cH:17][cH:18]2)[cH:6][cH:7]1. Reactants: CN(C)c1ccccc1, CCOC(=O)C1CCC(Cc2cc(O)n3nccc3n2)CC1, O=P(Cl)(Cl)Cl. The product is CCOC(=O)C1CCC(Cc2cc(Cl)n3nccc3n2)CC1. Reaction SMILES: [CH3:23][N:24]([c:25]1[cH:26][cH:27][cH:28][cH:29][cH:30]1)[CH3:31].[OH:1][c:2]1[cH:3][c:4]([CH2:11][CH:12]2[CH2:13][CH2:14][CH:15]([C:18](=[O:19])[O:20][CH2:21][CH3:22])[CH2:16][CH2:17]2)[n:5][c:6]2[n:7]1[n:8][cH:9][cH:10]2.[P:32]([Cl:33])([Cl:34])([Cl:35])=[O:36]>>[c:2]1([Cl:34])[cH:3][c:4]([CH2:11][CH:12]2[CH2:13][CH2:14][CH:15]([C:18](=[O:19])[O:20][CH2:21][CH3:22])[CH2:16][CH2:17]2)[n:5][c:6]2[n:7]1[n:8][cH:9][cH:10]2. The reactants are NC(CCCCC(=O)OC)C1=C(C=NC=C1OC)OC (methyl 6-amino-6-(3,5-dimethoxypyridin-4-yl)hexanoate), C1(=CC=CC=C1)C=1SC=C(N1)C=O (2-phenylthiazole-4-carbaldehyde). Yields the product COC=1C=NC=C(C1C1CCCCC(N1CC=1N=C(SC1)C1=CC=CC=C1)=O)OC (7-(3,5-dimethoxypyridin-4-yl)-1-((2-phenylthiazol-4-yl)methyl)azepan-2-one). As a reaction SMILES: [NH2:1][CH:2]([C:11]1[C:16]([O:17][CH3:18])=[CH:15][N:14]=[CH:13][C:12]=1[O:19][CH3:20])[CH2:3][CH2:4][CH2:5][CH2:6][C:7]([O:9]C)=O.[C:21]1([C:27]2[S:28][CH:29]=[C:30]([CH:32]=O)[N:31]=2)[CH:26]=[CH:25][CH:24]=[CH:23][CH:22]=1>>[CH3:20][O:19][C:12]1[CH:13]=[N:14][CH:15]=[C:16]([O:17][CH3:18])[C:11]=1[CH:2]1[N:1]([CH2:32][C:30]2[N:31]=[C:27]([C:21]3[CH:22]=[CH:23][CH:24]=[CH:25][CH:26]=3)[S:28][CH:29]=2)[C:7](=[O:9])[CH2:6][CH2:5][CH2:4][CH2:3]1. Reported procedure: Prepared according to the described general procedure 1 (GP1) by reaction of methyl 6-amino-6-(3,5-dimethoxypyridin-4-yl)hexanoate with commercially available 2-phenylthiazole-4-carbaldehyde. Subsequent purification by preparative HPLC afforded the target compound. LC-MS (conditions A): tR=0.61 min.; [M+H]+: 423.86 g/mol.